From a dataset of the Open Reaction Database (ORD), a public repository of structured organic reaction records. describe an organic reaction: reactants, conditions, products, and yield Reactants: [CH-]1C=CC=C1.[CH-]1C=CC=C1.[Fe+2] (ferrocene), ClCCC(=O)Cl (3-chloropropionyl chloride), [Cl-].[Al+3].[Cl-].[Cl-] (aluminium chloride). Solvent: ClCCl (dichloromethane). Conditions: time 2 hour. The product is ClCCC(=O)[C-]1C=CC=C1.[CH-]1C=CC=C1.[Fe+2] (chloropropionyl ferrocene). Isolated yield 89.1%. Reaction SMILES: [CH-:1]1[CH:5]=[CH:4][CH:3]=[CH:2]1.[CH-:6]1[CH:10]=[CH:9][CH:8]=[CH:7]1.[Fe+2:11].[Cl:12][CH2:13][CH2:14][C:15](Cl)=[O:16].[Cl-].[Al+3].[Cl-].[Cl-]>ClCCl>[Cl:12][CH2:13][CH2:14][C:15]([C-:1]1[CH:5]=[CH:4][CH:3]=[CH:2]1)=[O:16].[CH-:6]1[CH:10]=[CH:9][CH:8]=[CH:7]1.[Fe+2:11] |f:0.1.2,4.5.6.7,9.10.11|. Procedure details: A solution of ferrocene (2.63 kg, 14.2 mole) and 3-chloropropionyl chloride (1.8 kg, 15.6 moles) in dry dichloromethane (23.5 l) was cooled to -3° and treated over 1 hour with aluminium chloride (2.08 kg, 15.6 mole). The reaction mixture was left to stir for 2 hours. To this was then added ice water (30 kg) and the two layers separated. The aqueous layer was washed with dichloromethane and the combined organic liquors were washed with water (30 l), 2% aqueous sodium bicarbonate solution (20 l) a... Starting materials: Cc1cc(Br)ccc1NCCN1CCC(C)CC1, C1COCCO1, CCOC(C)=O, CNCCNC, [Cu]I, [I-], [Na+]. The product is Cc1cc(I)ccc1NCCN1CCC(C)CC1. As a reaction SMILES: [Br:9][c:10]1[cH:11][c:12]([CH3:26])[c:13]([NH:16][CH2:17][CH2:18][N:19]2[CH2:20][CH2:21][CH:22]([CH3:25])[CH2:23][CH2:24]2)[cH:14][cH:15]1.[CH2:27]1[O:28][CH2:29][CH2:30][O:31][CH2:32]1.[CH3:33][CH2:34][O:35][C:36]([CH3:37])=[O:38].[CH3:3][NH:4][CH2:5][CH2:6][NH:7][CH3:8].[Cu:39][I:40].[I-:1].[Na+:2]>>[I:1][c:10]1[cH:11][c:12]([CH3:26])[c:13]([NH:16][CH2:17][CH2:18][N:19]2[CH2:20][CH2:21][CH:22]([CH3:25])[CH2:23][CH2:24]2)[cH:14][cH:15]1. Starting materials: NC=1C(=NNC1)C1=NC=2C(=CC=3C(C(N(C3C2)CC)=O)(C)C)N1 (2-(4-amino-1H-pyrazol-3-yl)-5-ethyl-7,7-dimethyl-5,7-dihydro-1H-imidazo[4,5-f]indol-6-one), ClCC(C(=O)Cl)(C)C (3-chloropivaloyl chloride). The product is ClCC(C(=O)NC=1C(=NNC1)C1=NC=2C(=CC=3C(C(N(C3C2)CC)=O)(C)C)N1)(C)C (3-Chloro-N-[3-(5-ethyl-7,7-dimethyl-6-oxo-1,5,6,7-tetrahydro-imidazo[4,5-f]indol-2-yl)-1H-pyrazol-4-yl]-2,2-dimethyl-propionamide), powder. Yield: 69.0%. Reaction SMILES: [NH2:1][C:2]1[C:3]([C:7]2[NH:23][C:10]3=[CH:11][C:12]4[C:13]([CH3:22])([CH3:21])[C:14](=[O:20])[N:15]([CH2:18][CH3:19])[C:16]=4[CH:17]=[C:9]3[N:8]=2)=[N:4][NH:5][CH:6]=1.[Cl:24][CH2:25][C:26]([CH3:31])([CH3:30])[C:27](Cl)=[O:28]>>[Cl:24][CH2:25][C:26]([CH3:31])([CH3:30])[C:27]([NH:1][C:2]1[C:3]([C:7]2[NH:23][C:10]3=[CH:11][C:12]4[C:13]([CH3:22])([CH3:21])[C:14](=[O:20])[N:15]([CH2:18][CH3:19])[C:16]=4[CH:17]=[C:9]3[N:8]=2)=[N:4][NH:5][CH:6]=1)=[O:28]. Procedure details: 3-Chloro-N-[3-(5-ethyl-7,7-dimethyl-6-oxo-1,5,6,7-tetrahydro-imidazo[4,5-f]indol-2-yl)-1H-pyrazol-4-yl]-2,2-dimethyl-propionamide was prepared using 2-(4-amino-1H-pyrazol-3-yl)-5-ethyl-7,7-dimethyl-5,7-dihydro-1H-imidazo[4,5-f]indol-6-one (250 mg, 0.81 mmol) and 3-chloropivaloyl chloride (115 μl, 0.89 mmol). The title compound was obtained as yellow powder (239 mg, 69%). Starting materials: CC=1NC2=CC=CC=C2C1CC(=O)N1CCN(CC1)C(C1=CC=C(C=C1)F)C1=CC=C(C=C1)F (N-(2-methylindol-3-ylacetyl)-N′-[bis(4-fluorophenyl)methyl]piperazine), [H-].[Al+3].[Li+].[H-].[H-].[H-] (lithium aluminum hydride), [OH-].[Na+] (sodium hydroxide), O (water). Run in O1CCCC1 (tetrahydrofuran), O1CCCC1 (tetrahydrofuran). Conditions: temperature 0 celsius, time 2.5 hour. Product: CC=1NC2=CC=CC=C2C1CCN1CCN(CC1)C(C1=CC=C(C=C1)F)C1=CC=C(C=C1)F (N-(2-methylindol-3-ylethyl)-N′-[bis(4-fluorophenyl)methyl]piperazine). Yield: 52.4%. As a reaction SMILES: [CH3:1][C:2]1[NH:3][C:4]2[C:9]([C:10]=1[CH2:11][C:12]([N:14]1[CH2:19][CH2:18][N:17]([CH:20]([C:28]3[CH:33]=[CH:32][C:31]([F:34])=[CH:30][CH:29]=3)[C:21]3[CH:26]=[CH:25][C:24]([F:27])=[CH:23][CH:22]=3)[CH2:16][CH2:15]1)=O)=[CH:8][CH:7]=[CH:6][CH:5]=2.[H-].[Al+3].[Li+].[H-].[H-].[H-].O.[OH-].[Na+]>O1CCCC1>[CH3:1][C:2]1[NH:3][C:4]2[C:9]([C:10]=1[CH2:11][CH2:12][N:14]1[CH2:15][CH2:16][N:17]([CH:20]([C:28]3[CH:33]=[CH:32][C:31]([F:34])=[CH:30][CH:29]=3)[C:21]3[CH:26]=[CH:25][C:24]([F:27])=[CH:23][CH:22]=3)[CH2:18][CH2:19]1)=[CH:8][CH:7]=[CH:6][CH:5]=2 |f:1.2.3.4.5.6,8.9|. Reported procedure: A solution of 1.5 grams (0.003 mole) of N-(2-methylindol-3-ylacetyl)-N′-[bis(4-fluorophenyl)methyl]piperazine in 10.0 mL of anhydrous tetrahydrofuran was added to a stirred mixture of 0.4 gram (0.010 mole) of lithium aluminum hydride in 5.0 mL of anhydrous tetrahydrofuran. Upon completion of the addition the reaction mixture was heated to reflux, where it stirred for 2.5 hours. The reaction mixture was cooled to 0° C., and water was added, followed by 50 mL of aqueous 10% sodium hydroxide. The s... The reactants are N1(C=NC=C1)C=1C=C2C=NC(=NC2=CC1)C1=CC=CC=C1 (6-(1H-Imidazol-1-yl)-2-phenylquinazoline), C(\C=C/C(=O)O)(=O)O (maleic acid). The solvent is C(C)(C)O (isopropanol), O (water). Conditions: temperature 50 celsius, time 5 hour. The product is C(\C=C/C(=O)O)(=O)O.N1(C=NC=C1)C=1C=C2C=NC(=NC2=CC1)C1=CC=CC=C1 (6-(1H-imidazol-1-yl)-2-phenylquinazoline maleate). As a reaction SMILES: [N:1]1([C:6]2[CH:7]=[C:8]3[C:13](=[CH:14][CH:15]=2)[N:12]=[C:11]([C:16]2[CH:21]=[CH:20][CH:19]=[CH:18][CH:17]=2)[N:10]=[CH:9]3)[CH:5]=[CH:4][N:3]=[CH:2]1.[C:22]([OH:29])(=[O:28])/[CH:23]=[CH:24]\[C:25]([OH:27])=[O:26]>C(O)(C)C.O>[C:22]([OH:29])(=[O:28])/[CH:23]=[CH:24]\[C:25]([OH:27])=[O:26].[N:1]1([C:6]2[CH:7]=[C:8]3[C:13](=[CH:14][CH:15]=2)[N:12]=[C:11]([C:16]2[CH:21]=[CH:20][CH:19]=[CH:18][CH:17]=2)[N:10]=[CH:9]3)[CH:5]=[CH:4][N:3]=[CH:2]1 |f:4.5|. Procedure: 6-(1H-Imidazol-1-yl)-2-phenylquinazoline, 136 mg (0.5 mmol), is dissolved in a mixture of isopropanol (15 mL) and water (0.5 mL) at reflux, with stirring at 50° C., 60 mg (0.5 mmol) of maleic acid are added, the mixture is stirred for 30 min. at 40° C., and then cooled to 0° C., and the resulting suspension is stirred at 0° C. a few minutes, filtered, washed with cold isopropanol and dried at 30° C., 20 mmHg, for 5 hours. 120 mg of product are obtained, XRPD: form A+form B as in FIG. 51. The reactants are NC1=NC(=C2C(N1)=CC=N2)OCC2=CC=CC=C2 (2-amino-4-benzyloxypyrrolo[3,2-d]pyrimidine), N1=CC=CC=C1.F (hydrogen fluoride-pyridine), N(=O)OC(C)(C)C (tert-butyl nitrite), crude product, BrN1C(CCC1=O)=O (N-bromosuccinimide). The solvent is N1=CC=CC=C1 (pyridine), O1CCCC1 (tetrahydrofuran). Product: C(C1=CC=CC=C1)OC1=C2C(NC(=N1)F)=C(C=N2)Br (4-benzyloxy-7-bromo-2-fluoropyrrolo[3,2-d]pyrimidine). As a reaction SMILES: N[C:2]1[NH:7][C:6]2=[CH:8][CH:9]=[N:10][C:5]2=[C:4]([O:11][CH2:12][C:13]2[CH:18]=[CH:17][CH:16]=[CH:15][CH:14]=2)[N:3]=1.N1C=CC=CC=1.[FH:25].N(OC(C)(C)C)=O.[Br:33]N1C(=O)CCC1=O>N1C=CC=CC=1.O1CCCC1>[CH2:12]([O:11][C:4]1[N:3]=[C:2]([F:25])[NH:7][C:6]2=[C:8]([Br:33])[CH:9]=[N:10][C:5]=12)[C:13]1[CH:18]=[CH:17][CH:16]=[CH:15][CH:14]=1 |f:1.2|. Procedure: A solution of 2-amino-4-benzyloxypyrrolo[3,2-d]pyrimidine (0.85 g) (Example 12) in dry pyridine (20 mL) was treated with hydrogen fluoride-pyridine and tert-butyl nitrite as described in Example 13. A solution of the crude product in tetrahydrofuran (30 mL) was cooled in an ice bath while N-bromosuccinimide (0.6 g) was added portion-wise. The solution was concentrated and chromatography afforded 4-benzyloxy-7-bromo-2-fluoropyrrolo[3,2-d]pyrimidine (0.8 g) as a solid. A solution of this material ...